From a dataset of the Open Reaction Database (ORD), a public repository of structured organic reaction records. describe an organic reaction: reactants, conditions, products, and yield Reactants: C(C)OC(=O)C=1C(=C2C(=CN1)N(C(=C2Br)Br)CC2=CC(=CC=C2)F)O (2,3-dibromo-1-(3-fluoro-benzyl)-4-hydroxy-1H-pyrrolo[2,3-c]pyridine-5-carboxylic acid ethyl ester), C(=O)[O-].[NH4+] (ammonium formate). Reagents/catalysts: [Pd] (Pd/C). Product: C(C)OC(=O)C=1C(=C2C(=CN1)N(C=C2)CC2=CC(=CC=C2)F)O (1-(3-Fluoro-benzyl)-4-hydroxy-1H-pyrrolo[2,3-c]pyridine-5-carboxylic acid ethyl ester). RXN SMILES: [CH2:1]([O:3][C:4]([C:6]1[C:7]([OH:25])=[C:8]2[C:14](Br)=[C:13](Br)[N:12]([CH2:17][C:18]3[CH:23]=[CH:22][CH:21]=[C:20]([F:24])[CH:19]=3)[C:9]2=[CH:10][N:11]=1)=[O:5])[CH3:2].C([O-])=O.[NH4+]>[Pd]>[CH2:1]([O:3][C:4]([C:6]1[C:7]([OH:25])=[C:8]2[CH:14]=[CH:13][N:12]([CH2:17][C:18]3[CH:23]=[CH:22][CH:21]=[C:20]([F:24])[CH:19]=3)[C:9]2=[CH:10][N:11]=1)=[O:5])[CH3:2] |f:1.2|. Procedure details: Prepared in analogy to that of Example 6(a) from 2,3-dibromo-1-(3-fluoro-benzyl)-4-hydroxy-1H-pyrrolo[2,3-c]pyridine-5-carboxylic acid ethyl ester, ammonium formate and Pd/C. The title compound, ESI MS (m/z): 315 (M+H)+. Reactants: CC(C#N)(C)C1=CC(=CC=C1)OCCC (2-methyl-2-(3-propyloxyphenyl)propionitrile), [OH-].[Na+] (NaOH), [H-].[H-].[H-].[H-].[Li+].[Al+3] (LiAlH4), C(C)(=O)OCC (ethyl acetate). Run in C1CCOC1 (THF), CCOCC (ether), C1CCOC1 (THF). Run at time 20 minute. The product is NCC(C)(C1=CC(=CC=C1)OCCC)C (1-Amino-2-methyl-2-(3-propyloxyphenyl)propane). RXN SMILES: [H-].[H-].[H-].[H-].[Li+].[Al+3].[CH3:7][C:8]([C:12]1[CH:17]=[CH:16][CH:15]=[C:14]([O:18][CH2:19][CH2:20][CH3:21])[CH:13]=1)([CH3:11])[C:9]#[N:10].C(OCC)(=O)C.[OH-].[Na+]>C1COCC1.CCOCC>[NH2:10][CH2:9][C:8]([CH3:11])([C:12]1[CH:17]=[CH:16][CH:15]=[C:14]([O:18][CH2:19][CH2:20][CH3:21])[CH:13]=1)[CH3:7] |f:0.1.2.3.4.5,8.9|. Procedure: To a suspension of LiAlH4 (1.0 g) in dry THF (25 ml) under dry N2 was added a solution of 2-methyl-2-(3-propyloxyphenyl)propionitrile (1.02 g) in dry THF (10 ml) over 10 minutes. After stirring at 25° for 20 minutes, the reaction mixture was heated under reflux for 5 hours, cooled to 0°, diluted with ether (50 ml) and cautiously decomposed with ethyl acetate (2 ml) followed by 5M NaOH (5 ml). The mixture was filtered and the residue triturated with ether (3×10 ml). The combined filtrates were ex... The reactants are C(C1=CC=CC=C1)(=O)N1C2=CC[C@H]3[C@@H]4CC[C@@H]([C@@]4(C)CC[C@@H]3[C@]2(CCC1=O)C)O (4-N-benzoyl-17β-hydroxy-4-aza-androst-5-en-3one), [N+](=[N-])=CC(=O)OCC (ethyl diazoacetate). Reagents/catalysts: CC(=O)[O-].CC(=O)[O-].CC(=O)[O-].CC(=O)[O-].[Rh+2].[Rh+2] (rhodium diacetate dimer). Run in C(Cl)Cl (methylene chloride). Reaction conditions: time 18 hour. Product: C(C)OC(CO[C@@H]1[C@]2(C)[C@@H](CC1)[C@@H]1CC=C3N(C(CC[C@]3(C)[C@H]1CC2)=O)C(C2=CC=CC=C2)=O)=O (4-N-benzoyl-4-azaandrost-5-en-3-on-17β-yloxyacetic acid ethyl ester). Reaction SMILES: [C:1]([N:9]1[C:26](=[O:27])[CH2:25][CH2:24][C@@:23]2([CH3:28])[C:10]1=[CH:11][CH2:12][C@@H:13]1[C@@H:22]2[CH2:21][CH2:20][C@@:18]2([CH3:19])[C@H:14]1[CH2:15][CH2:16][C@@H:17]2[OH:29])(=[O:8])[C:2]1[CH:7]=[CH:6][CH:5]=[CH:4][CH:3]=1.[N+](=[CH:32][C:33]([O:35][CH2:36][CH3:37])=[O:34])=[N-]>C(Cl)Cl.CC([O-])=O.CC([O-])=O.CC([O-])=O.CC([O-])=O.[Rh+2].[Rh+2]>[CH2:36]([O:35][C:33](=[O:34])[CH2:32][O:29][C@H:17]1[CH2:16][CH2:15][C@H:14]2[C@H:13]3[C@H:22]([CH2:21][CH2:20][C@:18]12[CH3:19])[C@:23]1([CH3:28])[C:10]([N:9]([C:1](=[O:8])[C:2]2[CH:7]=[CH:6][CH:5]=[CH:4][CH:3]=2)[C:26](=[O:27])[CH2:25][CH2:24]1)=[CH:11][CH2:12]3)[CH3:37] |f:3.4.5.6.7.8|. Reported procedure: To the alcohol product from Step B, above and ethyl diazoacetate (0.5 ml) in methylene chloride (6.5 ml) was added rhodium diacetate dimer (15 mg) intermittently during 2 hours. The mixture was stirred at room temperature for 18 hours. The mixture was concentrated and the residue was purified via preparative TLC using two silica gel plates (2000μ) developed with 40% EtOAc in hexanes to afford the title compound (Rf =0.33). Reactants: CC(C)(C)c1nnc(N=C=O)s1, CNCCO, CCOC(C)=O. The product is CN(CCO)C(=O)Nc1nnc(C(C)(C)C)s1. Reaction SMILES: [C:1]([CH3:2])([CH3:3])([CH3:4])[c:5]1[s:6][c:7]([N:10]=[C:11]=[O:12])[n:8][n:9]1.[CH3:13][NH:14][CH2:15][CH2:16][OH:17].[CH3:18][CH2:19][O:20][C:21](=[O:22])[CH3:23]>>[C:1]([CH3:2])([CH3:3])([CH3:4])[c:5]1[s:6][c:7]([NH:10][C:11](=[O:12])[N:14]([CH3:13])[CH2:15][CH2:16][OH:17])[n:8][n:9]1.